From a dataset of the Open Reaction Database (ORD), a public repository of structured organic reaction records. describe an organic reaction: reactants, conditions, products, and yield The reactants are CC(CS)C(=O)N1CCCC1C(=O)O, CCN(C(C)C)C(C)C, O=C(Cl)OCCl, C1COCCO1, O. Product: CC(CSC(=O)OCCl)C(=O)N1CCCC1C(=O)O. Reaction SMILES: [CH3:1][CH:2]([CH2:3][SH:4])[C:5](=[O:6])[N:7]1[CH2:8][CH2:9][CH2:10][CH:11]1[C:12]([OH:13])=[O:14].[CH:15]([N:16]([CH2:17][CH3:18])[CH:19]([CH3:20])[CH3:21])([CH3:22])[CH3:23].[Cl:24][C:25](=[O:26])[O:27][CH2:28][Cl:29].[O:30]1[CH2:31][CH2:32][O:33][CH2:34][CH2:35]1.[OH2:36]>>[CH3:1][CH:2]([CH2:3][S:4][C:25](=[O:26])[O:27][CH2:28][Cl:29])[C:5](=[O:6])[N:7]1[CH2:8][CH2:9][CH2:10][CH:11]1[C:12]([OH:13])=[O:14]. The reactants are four, C(C1=CC=CC=C1)OC1=C(OC[C@@H]2OC2)C=CC(=C1)[N+](=O)[O-] ((2R)-2-{[2-(benzyloxy)-4-nitrophenoxy]methyl}oxirane), C([O-])(O)=O.[Na+] (sodium bicarbonate). Reagents/catalysts: [Pd] (palladium). The solvent is C(C)O (ethanol). Reaction conditions: temperature 50 celsius. The product is [N+](=O)([O-])C=1C=CC2=C(O[C@H](CO2)CO)C1 ([(2S)-7-nitro-2,3-dihydro-1,4-benzodioxin-2-yl]methanol). Yield: 70.3%. As a reaction SMILES: C([O:8][C:9]1[CH:19]=[C:18]([N+:20]([O-:22])=[O:21])[CH:17]=[CH:16][C:10]=1[O:11][CH2:12][C@H:13]1[CH2:15][O:14]1)C1C=CC=CC=1.C(=O)(O)[O-].[Na+]>[Pd].C(O)C>[N+:20]([C:18]1[CH:17]=[CH:16][C:10]2[O:11][CH2:12][C@H:13]([CH2:15][OH:14])[O:8][C:9]=2[CH:19]=1)([O-:22])=[O:21] |f:1.2|. Reported procedure: A 5 L four necked flask equipped with a heating mantle, mechanical stirrer, thermocouple, gas inlet adapter and gas outlet adapter is charged with (2R)-2-{[2-(benzyloxy)-4-nitrophenoxy]methyl}oxirane (100.00 g, 0.33 mol), sodium bicarbonate (27.88 g, 0.33 mol), palladium (5% on carbon, 50% water, 15 g) and ethanol (2 L). The mixture is heated to 50° C. The stirring is stopped and the flask is flushed with hydrogen gas (3 L). Stirring is resumed and hydrogen gas is titrated into the solution [7.4... Starting materials: [BH4-].[Na+] (sodium borohydride), [BH4-] (borohydride), C(C)(C)(C)OC(=O)NC1C(NC1=O)C(=O)OC (methyl 3-t-butoxycarbonylamino-4-oxoazetidine-2-carboxylate), C(C)(=O)O (Acetic acid). Procedure details: A solution of 2.0 g (8.2 mmole) of methyl 3-t-butoxycarbonylamino-4-oxoazetidine-2-carboxylate in 20 ml of tetrahydrofuran is cooled in ice and a solution of 0.75 g (20 mmole) of sodium borohydride in 10 ml of water is added. The mixture is stirred 20 min at 0° and then 1.5 hr at room temperature. Acetic acid is added dropwise to decompose the excess borohydride and the mixture is concentrated in vacuum. The residue is diluted with brine and extracted with ethyl acetate. The organic phase is was... Reaction conditions: time 20 minute. The yield is 50.0%. Solvent: O (water), O1CCCC1 (tetrahydrofuran). RXN SMILES: [C:1]([O:5][C:6]([NH:8][CH:9]1[C:12](=[O:13])[NH:11][CH:10]1[C:14]([O:16]C)=O)=[O:7])([CH3:4])(C)C.[BH4-].[Na+].[C:20](O)(=O)[CH3:21].[BH4-]>O1CCCC1.O>[CH2:1]([O:5][C:6]([NH:8][C@H:9]1[C:12](=[O:13])[NH:11][C@H:10]1[CH2:14][OH:16])=[O:7])[CH2:4][CH2:20][CH3:21] |f:1.2|. The product is C(CCC)OC(=O)N[C@@H]1[C@@H](NC1=O)CO (cis-3-Butoxycarbonylamino-2-hydroxymethyl-4-oxoazetidine). The reactants are COC1=C(CN=C=O)C=CC=C1 (2-Methoxybenzyl isocyanate), COC1=C(CN)C=CC=C1 (2-methoxybenzylamine), C(C)C(C(=O)Cl)C(=O)Cl (Ethyl malonyl chloride), COC1=C(C=CC=C1)CN1C(N(C(CC1=O)=O)CC1=C(C=CC=C1)OC)=O (1,3-Bis{[2-(methyloxy)phenyl]methyl}-2,4,6(1H,3H,5H)-pyrimidinetrione), C1CCC2=NCCCN2CC1 (DBU). Solvent: C(Cl)(Cl)Cl (chloroform). Reaction conditions: temperature 70 celsius, time 1 hour. Product: OC1=C(C(N(C(N1CC1=C(C=CC=C1)OC)=O)CC1=C(C=CC=C1)OC)=O)C(=O)NCC(=O)O (N-[(6-Hydroxy-1,3-bis{[2-(methyloxy)phenyl]methyl}-2,4-dioxo-1,2,3,4-tetrahydro-5-pyrimidinyl)carbonyl]glycine), 75. RXN SMILES: [CH3:1][O:2][C:3]1[CH:8]=[CH:7][CH:6]=[CH:5][C:4]=1[CH2:9][N:10]1[C:15](=[O:16])[CH2:14][C:13](=[O:17])[N:12]([CH2:18][C:19]2[CH:24]=[CH:23][CH:22]=[CH:21][C:20]=2[O:25][CH3:26])[C:11]1=[O:27].COC1C=CC=CC=1C[N:33]=[C:34]=[O:35].C[O:41]C1C=CC=CC=1CN.C([CH:52]([C:56](Cl)=[O:57])C(Cl)=O)C.C1CCN2C(=NCCC2)CC1>C(Cl)(Cl)Cl>[OH:17][C:13]1[N:12]([CH2:18][C:19]2[CH:24]=[CH:23][CH:22]=[CH:21][C:20]=2[O:25][CH3:26])[C:11](=[O:27])[N:10]([CH2:9][C:4]2[CH:5]=[CH:6][CH:7]=[CH:8][C:3]=2[O:2][CH3:1])[C:15](=[O:16])[C:14]=1[C:34]([NH:33][CH2:52][C:56]([OH:57])=[O:41])=[O:35]. Procedure: 1,3-Bis{[2-(methyloxy)phenyl]methyl}-2,4,6(1H,3H,5H)-pyrimidinetrione. 2-Methoxybenzyl isocyanate (923 uL, 6.0 mmoles) was added to a solution of 2-methoxybenzylamine (775 uL, 6.0 mmoles) in chloroform (100 mL) and the mixture stirred for 1 hour. Ethyl malonyl chloride (768 uL, 6.0 mmoles) was added and the mixture was heated to 70° C. for 2 hours. DBU (1.0 mL) was added and the mixture was heated for a further 1 hour. The mixture was cooled and washed with 1 molar hydrochloric acid (×2), dried ...